From a dataset of the Open Reaction Database (ORD), a public repository of structured organic reaction records. describe an organic reaction: reactants, conditions, products, and yield Starting materials: [Al+3].[Cl-].[Cl-].[Cl-] (AlCl3), Hexanes ethylacetate, ice H2O, [N+](=O)([O-])C=1C=C(C(=O)Cl)C=CC1 (3-Nitrobenzoyl chloride), N1C(CC2=CC=CC=C12)=O (oxindole). Solvent: CN(C)C=O (DMF). Reaction conditions: temperature 0 celsius, time 2 hour. Product: [N+](=O)([O-])C=1C=C(C(=O)C=2C=C3CC(NC3=CC2)=O)C=CC1 (5-(3-Nitro-benzoyl)-1,3-dihydro-indol-2-one). Reaction SMILES: [Al+3].[Cl-].[Cl-].[Cl-].[N+:5]([C:8]1[CH:9]=[C:10]([CH:14]=[CH:15][CH:16]=1)[C:11](Cl)=[O:12])([O-:7])=[O:6].[NH:17]1[C:25]2[C:20](=[CH:21][CH:22]=[CH:23][CH:24]=2)[CH2:19][C:18]1=[O:26]>CN(C=O)C>[N+:5]([C:8]1[CH:9]=[C:10]([CH:14]=[CH:15][CH:16]=1)[C:11]([C:22]1[CH:21]=[C:20]2[C:25](=[CH:24][CH:23]=1)[NH:17][C:18](=[O:26])[CH2:19]2)=[O:12])([O-:7])=[O:6] |f:0.1.2.3|. Procedure: A 3 L, 3 necked round bottomed flask equipped with a mechanical stirrer, thermocouple and was charged with AlCl3 (256 g, 1.92 mol). The solids were cooled to 0° C. with an ice-H2O bath. DMF (42 ml) was added dropwise over a period of 35 min. The temperature was stirred at 0° C. for 2 h then was warmed to room temperature. The reaction mixture was treated with 3-Nitrobenzoyl chloride (37.3 g, 0.2 mol) and the resulting slurry was heated to 41° C. Subsequently, oxindole (25 g, 0.19 mol) was added ... Reactants: ClC1=C(C=CC(=C1)Cl)B(O)O (2,4-dichlorophenyl boronic acid), COC(C1=CC=C(C=C1)I)=O (4-Iodo-benzoic acid methyl ester), C(=O)([O-])[O-].[K+].[K+] (K2CO3). Reagents/catalysts: C=1C=CC(=CC1)[P](C=2C=CC=CC2)(C=3C=CC=CC3)[Pd]([P](C=4C=CC=CC4)(C=5C=CC=CC5)C=6C=CC=CC6)([P](C=7C=CC=CC7)(C=8C=CC=CC8)C=9C=CC=CC9)[P](C=1C=CC=CC1)(C=1C=CC=CC1)C=1C=CC=CC1 (Pd(PPh3)4). Solvent: O (water), O1CCOCC1 (1,4-dioxane), O (water). Product: ClC1=C(C=CC(=C1)Cl)C1=CC=C(C=C1)C(=O)O (2′,4′-Dichloro-biphenyl-4-carboxylic Acid). The yield is 54.5%. Reaction SMILES: [Cl:1][C:2]1[CH:7]=[C:6]([Cl:8])[CH:5]=[CH:4][C:3]=1B(O)O.C[O:13][C:14](=[O:22])[C:15]1[CH:20]=[CH:19][C:18](I)=[CH:17][CH:16]=1.C([O-])([O-])=O.[K+].[K+]>O1CCOCC1.O.C1C=CC([P]([Pd]([P](C2C=CC=CC=2)(C2C=CC=CC=2)C2C=CC=CC=2)([P](C2C=CC=CC=2)(C2C=CC=CC=2)C2C=CC=CC=2)[P](C2C=CC=CC=2)(C2C=CC=CC=2)C2C=CC=CC=2)(C2C=CC=CC=2)C2C=CC=CC=2)=CC=1>[Cl:1][C:2]1[CH:7]=[C:6]([Cl:8])[CH:5]=[CH:4][C:3]=1[C:18]1[CH:19]=[CH:20][C:15]([C:14]([OH:22])=[O:13])=[CH:16][CH:17]=1 |f:2.3.4,^1:39,41,60,79|. Procedure: A solution of 2,4-dichlorophenyl boronic acid (3.96 g, 15.11 mmol) and 4-Iodo-benzoic acid methyl ester (2.88 g, 15.11 mmol), K2CO3 (7.31 g, 52.89 mmol) in 1,4-dioxane (85 mL), and water (20 mL) is purged with nitrogen for 10 min. Pd(PPh3)4 (0.87 g, 0.756 mmol) is added and the resulting reaction mixture is refluxed overnight. The reaction is diluted with water and extracted with Et2O. The combined organic layers are washed with water, dried with MgSO4, and concentrated. The crude material is pu... The reactants are BrC1=CC(=C(N)C=C1F)[N+](=O)[O-] (4-bromo-5-fluoro-2-nitroaniline), C(#N)C1=CC=C(C=C1)B(O)O (4-cyanophenylboronic acid), C([O-])([O-])=O.[Na+].[Na+] (sodium carbonate). Reagents/catalysts: [Pd+2].ClC1=C([C-](C=C1)P(C(C)(C)C)C(C)(C)C)Cl.[C-]1(C=CC=C1)P(C(C)(C)C)C(C)(C)C.[Fe+2] (dichloro [1,1′ bis(di-tert-butylphosphino)]ferrocene palladium (II)). Run in C1CCOC1.O (THF water). Conditions: temperature 60 celsius. Product: NC1=CC(=C(C=C1[N+](=O)[O-])C1=CC=C(C=C1)C#N)F (4′-Amino-2′-fluoro-5′-nitrobiphenyl-4-carbonitrile). Yield: 93.1%. Reaction SMILES: Br[C:2]1[C:8]([F:9])=[CH:7][C:5]([NH2:6])=[C:4]([N+:10]([O-:12])=[O:11])[CH:3]=1.[C:13]([C:15]1[CH:20]=[CH:19][C:18](B(O)O)=[CH:17][CH:16]=1)#[N:14].C(=O)([O-])[O-].[Na+].[Na+]>C1COCC1.O.[Pd+2].ClC1C=C[C-](P(C(C)(C)C)C(C)(C)C)C=1Cl.[C-]1(P(C(C)(C)C)C(C)(C)C)C=CC=C1.[Fe+2]>[NH2:6][C:5]1[C:4]([N+:10]([O-:12])=[O:11])=[CH:3][C:2]([C:18]2[CH:19]=[CH:20][C:15]([C:13]#[N:14])=[CH:16][CH:17]=2)=[C:8]([F:9])[CH:7]=1 |f:2.3.4,5.6,7.8.9.10|. Procedure details: A suspension of 4-bromo-5-fluoro-2-nitroaniline (0.8 g, 3.8 mmol), 4-cyanophenylboronic acid (0.58 g, 3.87 mmol) and sodium carbonate (1 g, 9.50 mmol) in THF/water (15 mL/2 mL) was degassed with nitrogen for 10 minutes. To the suspension was added dichloro [1,1′ bis(di-tert-butylphosphino)]ferrocene palladium (II) (80 mg, 0.095 mmol) and the reaction was heated to 60° C. for 18 hours. The reaction was filtered through celite and the filtrate diluted with water and EtOAc. The organic layer was co... Starting materials: [OH-].[Na+] (NaOH), C(C)(C)(C)[SiH2]OC(C=1C=C(CNC(CC)=O)C=CC1Cl)(C)C (N-[3-(tert-butyl-dimethyl-silanyloxymethyl)-4-chloro-benzyl]-propionamide). Solvent: CO (MeOH). Conditions: temperature 80 celsius, time 30 minute. Product: ClC1=C(C=C(CNC(CC)=O)C=C1)CO (N-(4-Chloro-3-hydroxymethyl-benzyl)-propionamide). Yield: 88.1%. As a reaction SMILES: [OH-].[Na+].C([SiH2][O:8][C:9](C)(C)[C:10]1[CH:11]=[C:12]([CH:19]=[CH:20][C:21]=1[Cl:22])[CH2:13][NH:14][C:15](=[O:18])[CH2:16][CH3:17])(C)(C)C>CO>[Cl:22][C:21]1[CH:20]=[CH:19][C:12]([CH2:13][NH:14][C:15](=[O:18])[CH2:16][CH3:17])=[CH:11][C:10]=1[CH2:9][OH:8] |f:0.1|. Procedure: Aq. 1M NaOH (92 mL) was added to a sol. of N-[3-(tert-butyl-dimethyl-silanyloxymethyl)-4-chloro-benzyl]-propionamide (5.08 g, 14.9 mmol) in MeOH (184 mL). The mixture was heated to 80° C., and stirred at this temperature for 30 min. The mixture was allowed to cool to rt, and the solvents were partially removed under reduced pressure. The aq. residue was diluted with water, and was extracted with EtOAc (3×). The combined org. extracts were washed with brine, dried over MgSO4, filtered, and the so...